From a dataset of the Open Reaction Database (ORD), a public repository of structured organic reaction records. describe an organic reaction: reactants, conditions, products, and yield Reported procedure: N-(4,5-dicyanopyridin-2-yl)-7-(dimethoxymethyl)-3,4-dihydro-1,8-naphthyridine-1(2H)-carboxamide (intermediate 2F, 15 mg, 0.040 mmol) was dissolved in THF (0.6 ml) and water (0.6 ml) and treated at room temperature with conc. HCl (0.10 ml). The reaction mixture was stirred at room temperature for 1.5 h, diluted in EtOAc and washed with sat. aq. NaHCO3 (2×) and brine. The combined organic layers were dried over Na2SO4, filtered and concentrated under reduced pressure. The residue was triturated wi... Reaction SMILES: [C:1]([C:3]1[C:8]([C:9]#[N:10])=[CH:7][N:6]=[C:5]([NH:11][C:12]([N:14]2[C:23]3[C:18](=[CH:19][CH:20]=[C:21]([CH:24](OC)[O:25]C)[N:22]=3)[CH2:17][CH2:16][CH2:15]2)=[O:13])[CH:4]=1)#[N:2].O.Cl>C1COCC1.CCOC(C)=O>[C:1]([C:3]1[C:8]([C:9]#[N:10])=[CH:7][N:6]=[C:5]([NH:11][C:12]([N:14]2[C:23]3[C:18](=[CH:19][CH:20]=[C:21]([CH:24]=[O:25])[N:22]=3)[CH2:17][CH2:16][CH2:15]2)=[O:13])[CH:4]=1)#[N:2]. Run in C1CCOC1 (THF), CCOC(=O)C (EtOAc). Reactants: O (water), Cl (HCl), C(#N)C1=CC(=NC=C1C#N)NC(=O)N1CCCC2=CC=C(N=C12)C(OC)OC (N-(4,5-dicyanopyridin-2-yl)-7-(dimethoxymethyl)-3,4-dihydro-1,8-naphthyridine-1(2H)-carboxamide), C(#N)C1=CC(=NC=C1C#N)NC(=O)N1CCCC2=CC=C(N=C12)C(OC)OC (N-(4,5-dicyanopyridin-2-yl)-7-(dimethoxymethyl)-3,4-dihydro-1,8-naphthyridine-1(2H)-carboxamide). Yields the product C(#N)C1=CC(=NC=C1C#N)NC(=O)N1CCCC2=CC=C(N=C12)C=O (N-(4,5-dicyanopyridin-2-yl)-7-formyl-3,4-dihydro-1,8-naphthyridine-1(2H)-carboxamide). Run at time 1.5 hour. The reactants are solution, C(CCC)[Li] (n-butyllithium), hexanes, ClC=1C=C(C=CC1SC)CC(=O)N(C)[C@@H]([C@@H](C1=CC=CC=C1)O)C (2-(3-chloro-4-methylsulfanyl-phenyl)-N-(2(R)-hydroxy-1(R)-methyl-2-phenyl-ethyl)-N-methylacetamide), [Cl-].[NH4+] (ammonium chloride), [Cl-].[NH4+] (ammonium chloride), C[Si](N[Si](C)(C)C)(C)C (1,1,1,3,3,3-hexamethyldisilazane), IC[C@H]1CC2(O[C@H]([C@@H](O2)C2=CC=CC=C2)C2=CC=CC=C2)CC1 (7(R)-iodomethyl-2(S),3(S)-diphenyl-1,4-dioxa-spiro[4.4]nonane), N1C(N=CC=C1)=O ((1H)-pyrimidinone). Run in C1(=CC=CC=C1)C (toluene), O1CCCC1 (tetrahydrofuran), O1CCCC1 (tetrahydrofuran), O1CCCC1 (tetrahydrofuran). Reaction conditions: temperature -7 celsius, time 5 minute. The product is ClC=1C=C(C=CC1SC)[C@H](C(=O)N(C)[C@@H]([C@@H](C1=CC=CC=C1)O)C)C[C@H]1CC2(O[C@H]([C@@H](O2)C2=CC=CC=C2)C2=CC=CC=C2)CC1 (2(R)-(3-chloro-4-methylsulfanyl-phenyl)-3-(2(S),3(S)-diphenyl-1,4-dioxa-spiro [4.4]non-7(S)-yl)-N-(2(R)-hydroxy-1(R)-methyl-2-phenyl-ethyl)-N-methyl-propionamide). Isolated yield 102.1%. As a reaction SMILES: C[Si](C)(C)N[Si](C)(C)C.C([Li])CCC.[Cl:15][C:16]1[CH:17]=[C:18]([CH2:24][C:25]([N:27]([C@H:29]([CH3:38])[C@H:30]([OH:37])[C:31]2[CH:36]=[CH:35][CH:34]=[CH:33][CH:32]=2)[CH3:28])=[O:26])[CH:19]=[CH:20][C:21]=1[S:22][CH3:23].I[CH2:40][C@@H:41]1[CH2:61][CH2:60][C:43]2([O:47][C@@H:46]([C:48]3[CH:53]=[CH:52][CH:51]=[CH:50][CH:49]=3)[C@H:45]([C:54]3[CH:59]=[CH:58][CH:57]=[CH:56][CH:55]=3)[O:44]2)[CH2:42]1.N1C=CC=NC1=O.[Cl-].[NH4+]>O1CCCC1.C1(C)C=CC=CC=1>[Cl:15][C:16]1[CH:17]=[C:18]([C@@H:24]([CH2:40][C@@H:41]2[CH2:61][CH2:60][C:43]3([O:47][C@@H:46]([C:48]4[CH:53]=[CH:52][CH:51]=[CH:50][CH:49]=4)[C@H:45]([C:54]4[CH:59]=[CH:58][CH:57]=[CH:56][CH:55]=4)[O:44]3)[CH2:42]2)[C:25]([N:27]([C@H:29]([CH3:38])[C@H:30]([OH:37])[C:31]2[CH:32]=[CH:33][CH:34]=[CH:35][CH:36]=2)[CH3:28])=[O:26])[CH:19]=[CH:20][C:21]=1[S:22][CH3:23] |f:5.6|. Procedure: A solution of 1,1,1,3,3,3-hexamethyldisilazane (3.18 mL, 15.05 mmol) in tetrahydrofuran (20 mL) cooled to −20° C. was treated with a 2.5M solution of n-butyllithium in hexanes (5.8 mL, 14.5 meq) over 10 min at such a rate as to keep the temperature below −15° C. The mixture was stirred for an additional 5 min. The cold reaction mixture was then treated with a solution of 2-(3-chloro-4-methylsulfanyl-phenyl)-N-(2(R)-hydroxy-1(R)-methyl-2-phenyl-ethyl)-N-methylacetamide (prepared as in Example 30,...